Task: describe an organic reaction: reactants, conditions, products, and yield. Dataset: the Open Reaction Database (ORD), a public repository of structured organic reaction records Reactants: COC(=O)Cl, CC1CCCO1, CCCCCCC, [Li]CCCC, CC(C)NC(C)C, O=C1CCc2ccc(OCCCCN3CCN(c4cccc(Cl)c4Cl)CC3)cc2N1. Yields the product COC(=O)N1C(=O)CCc2ccc(OCCCCN3CCN(c4cccc(Cl)c4Cl)CC3)cc21. As a reaction SMILES: [CH3:43][O:44][C:45](=[O:46])[Cl:47].[CH3:48][CH:49]1[CH2:50][CH2:51][CH2:52][O:53]1.[CH3:54][CH2:55][CH2:56][CH2:57][CH2:58][CH2:59][CH3:60].[CH3:8][CH2:9][CH2:10][CH2:11][Li:12].[CH:1]([NH:2][CH:3]([CH3:4])[CH3:5])([CH3:6])[CH3:7].[Cl:13][c:14]1[cH:15][cH:16][cH:17][c:18]([N:19]2[CH2:20][CH2:21][N:22]([CH2:23][CH2:24][CH2:25][CH2:26][O:27][c:28]3[cH:29][cH:30][c:31]4[c:37]([cH:38]3)[NH:36][C:34](=[O:35])[CH2:33][CH2:32]4)[CH2:39][CH2:40]2)[c:41]1[Cl:42]>>[Cl:13][c:14]1[cH:15][cH:16][cH:17][c:18]([N:19]2[CH2:20][CH2:21][N:22]([CH2:23][CH2:24][CH2:25][CH2:26][O:27][c:28]3[cH:29][cH:30][c:31]4[c:37]([cH:38]3)[N:36]([C:45]([O:44][CH3:43])=[O:46])[C:34](=[O:35])[CH2:33][CH2:32]4)[CH2:39][CH2:40]2)[c:41]1[Cl:42]. Reactants: C([O-])([O-])=O.[Na+].[Na+] (sodium carbonate), C1(=CC=CC=C1)S(=O)(=O)N1C(=CC=2C1=NC=CC2)C(=CC(C)C)OS(=O)(=O)C2=CC=C(C=C2)C (toluene-4-sulfonic acid-1-(1-benzenesulfonyl-1H-pyrrolo[2,3-b]pyridin-2-yl)-3-methyl-but-1-enyl ester), ClC=1C=C(C=CC1)B(O)O (3-chloro-phenylboronic acid). Reagents/catalysts: Cl[Pd]([P](C1=CC=CC=C1)(C2=CC=CC=C2)C3=CC=CC=C3)([P](C4=CC=CC=C4)(C5=CC=CC=C5)C6=CC=CC=C6)Cl (bis(triphenylphosphine)palladium(II) dichloride). The solvent is O1CCOCC1 (dioxane), C(C)(=O)OCC (ethyl acetate). Yields the product ethyl acetate petroleum ether, ClC=1C=C(C=CC1)C(=CC(C)C)C1=CC=2C(=NC=CC2)N1S(=O)(=O)C1=CC=CC=C1 (2-(1-(3-chloro-phenyl)-3-methyl-but-1-enyl)-1-(phenylsulfonyl)-1H-pyrrolo[2,3-b]pyridine). Yield: 95.4%. RXN SMILES: [C:1]1([S:7]([N:10]2[C:14]3=[N:15][CH:16]=[CH:17][CH:18]=[C:13]3[CH:12]=[C:11]2[C:19](OS(C2C=CC(C)=CC=2)(=O)=O)=[CH:20][CH:21]([CH3:23])[CH3:22])(=[O:9])=[O:8])[CH:6]=[CH:5][CH:4]=[CH:3][CH:2]=1.[Cl:35][C:36]1[CH:37]=[C:38](B(O)O)[CH:39]=[CH:40][CH:41]=1.C(=O)([O-])[O-].[Na+].[Na+]>O1CCOCC1.C(OCC)(=O)C.Cl[Pd](Cl)([P](C1C=CC=CC=1)(C1C=CC=CC=1)C1C=CC=CC=1)[P](C1C=CC=CC=1)(C1C=CC=CC=1)C1C=CC=CC=1>[Cl:35][C:36]1[CH:41]=[C:40]([C:19]([C:11]2[N:10]([S:7]([C:1]3[CH:6]=[CH:5][CH:4]=[CH:3][CH:2]=3)(=[O:8])=[O:9])[C:14]3=[N:15][CH:16]=[CH:17][CH:18]=[C:13]3[CH:12]=2)=[CH:20][CH:21]([CH3:23])[CH3:22])[CH:39]=[CH:38][CH:37]=1 |f:2.3.4,^1:65,84|. Procedure: A suspension of toluene-4-sulfonic acid-1-(1-benzenesulfonyl-1H-pyrrolo[2,3-b]pyridin-2-yl)-3-methyl-but-1-enyl ester (prepared as in Example 130, 3.0 g, 6.0 mmol), 3-chloro-phenylboronic acid (2.35 g, 15 mmol), bis(triphenylphosphine)palladium(II) dichloride (0.42 g, 0.6 mmol) in dioxane (30 mL) and an aqueous sodium carbonate solution (2N, 15 mL) was heated in a microwave at 100° C. for 2 h. The reaction mixture was diluted with ethyl acetate (100 mL) and washed with a saturated sodium bicarbo... Starting materials: CS(=O)(=O)O.C(C=CC1=CC=CC=C1)(=O)OC1=CC2=CC=C(C=C2C=C1)C(N)=N (6-amidino-2-naphthyl cinnamate methanesulfonate). The reagents and catalysts are [Pd] (Pd-C). Run in CN(C)C=O (DMF). Yields the product CS(=O)(=O)O.C1(=CC=CC=C1)CCC(=O)OC1=CC2=CC=C(C=C2C=C1)C(N)=N (6-amidino-2-naphthyl 3-phenylpropionate methanesulfonate). The yield is 75.5%. RXN SMILES: [CH3:1][S:2]([OH:5])(=[O:4])=[O:3].[C:6]([O:16][C:17]1[CH:26]=[CH:25][C:24]2[C:19](=[CH:20][CH:21]=[C:22]([C:27](=[NH:29])[NH2:28])[CH:23]=2)[CH:18]=1)(=[O:15])[CH:7]=[CH:8][C:9]1[CH:14]=[CH:13][CH:12]=[CH:11][CH:10]=1>CN(C=O)C.[Pd]>[CH3:1][S:2]([OH:5])(=[O:4])=[O:3].[C:9]1([CH2:8][CH2:7][C:6]([O:16][C:17]2[CH:26]=[CH:25][C:24]3[C:19](=[CH:20][CH:21]=[C:22]([C:27](=[NH:28])[NH2:29])[CH:23]=3)[CH:18]=2)=[O:15])[CH:10]=[CH:11][CH:12]=[CH:13][CH:14]=1 |f:0.1,4.5|. Procedure: In 30 ml of DMF, was suspended 1.2 g of 6-amidino-2-naphthyl cinnamate methanesulfonate. After addition of 0.4 g of 10% Pd-C, the mixture was subjected to catalytic hydrogenation. The reaction mixture was filtered and the filtrate was mixed with ethyl ether. The resulting precipitate was collected by filtration and recrystallized from a methanol-ethyl ether mixture to obtain 0.91 g of 6-amidino-2-naphthyl 3-phenylpropionate methanesulfonate.